This data is from the Open Reaction Database (ORD), a public repository of structured organic reaction records. The task is: describe an organic reaction: reactants, conditions, products, and yield The reactants are NC1=NC(=C(C(=N1)N)OCCCOC1=CC=NC2=CC=C(C=C12)F)CC (2,4-diamino-6-ethyl-5-(3-(6-fluoroquinolin-4-yloxy)propoxy)pyrimidine), Cl (HCl). Run in CO (methanol). Yields the product Cl.Cl.NC1=NC(=C(C(=N1)N)OCCCOC1=CC=NC2=CC=C(C=C12)F)CC (2,4-diamino-6-ethyl-5-(3-(6-fluoroquinolin-4-yloxy)propoxy)pyrimidine dihydrochloride). Reaction SMILES: [NH2:1][C:2]1[N:7]=[C:6]([NH2:8])[C:5]([O:9][CH2:10][CH2:11][CH2:12][O:13][C:14]2[C:23]3[C:18](=[CH:19][CH:20]=[C:21]([F:24])[CH:22]=3)[N:17]=[CH:16][CH:15]=2)=[C:4]([CH2:25][CH3:26])[N:3]=1.[ClH:27]>CO>[ClH:27].[ClH:27].[NH2:1][C:2]1[N:7]=[C:6]([NH2:8])[C:5]([O:9][CH2:10][CH2:11][CH2:12][O:13][C:14]2[C:23]3[C:18](=[CH:19][CH:20]=[C:21]([F:24])[CH:22]=3)[N:17]=[CH:16][CH:15]=2)=[C:4]([CH2:25][CH3:26])[N:3]=1 |f:3.4.5|. Procedure details: To a suspension of 2,4-diamino-6-ethyl-5-(3-(6-fluoroquinolin-4-yloxy)propoxy)pyrimidine (10.02 g, 28 mmol) in methanol (40 mL) was added 5.3 mL of concentrated HCl. The titled compound precipitated almost immediately and was obtained as a white crystalline solid after suction filtration followed by washing with acetone and air-dried (11.81 g, 98%, m.p. 212-214° C.). 1H NMR (400 MHz, DMSO-d6): 1.05 (3H, t, J=7.4 Hz), 2.40 (2H, m), 2.48 (2H, m), 3.98 (2H, t, J=5.8 Hz), 4.68 (2H, t, J=5.5 Hz), 7.5... Reported procedure: 4.56 g (0.0568 mol) of L-aspartic acid are dissolved in water by addition of sodium hydroxide until a pH close to 10 is obtained. A solution of 10 g (0.0568 mol) of 4-nitrophenyl isocyanate in 50 cm3 of benzene is then added at room temperature. The solution is stirred vigorously for two hours whilst maintaining the pH at around 10 by successive addition of a concentrated sodium hydroxide solution. The weak precipitate formed is eliminated by filtration and the filtrate is washed with 3×50 cm3 o... The solvent is C1=CC=CC=C1 (benzene), O (water), [OH-].[Na+] (sodium hydroxide), [OH-].[Na+] (sodium hydroxide). RXN SMILES: [NH2:1][C@H:2]([C:7]([OH:9])=[O:8])[CH2:3][C:4]([OH:6])=[O:5].[N+:10]([C:13]1[CH:18]=[CH:17][C:16]([N:19]=[C:20]=[O:21])=[CH:15][CH:14]=1)([O-:12])=[O:11]>O.[OH-].[Na+].C1C=CC=CC=1>[N+:10]([C:13]1[CH:14]=[CH:15][C:16]([NH:19][C:20]([NH:1][C@H:2]([C:7]([OH:9])=[O:8])[CH2:3][C:4]([OH:6])=[O:5])=[O:21])=[CH:17][CH:18]=1)([O-:12])=[O:11] |f:3.4|. Starting materials: [N+](=O)([O-])C1=CC=C(C=C1)N=C=O (4-nitrophenyl isocyanate), N[C@@H](CC(=O)O)C(=O)O (L-aspartic acid). Product: [N+](=O)([O-])C1=CC=C(C=C1)NC(=O)N[C@@H](CC(=O)O)C(=O)O (N-(4-nitrophenylcarbamoyl)-L-aspartic acid). Yield: 79.4%. Reaction conditions: time 2 hour. Solvent: CO (methanol). The reactants are C(C)OC(C=CC(N(CC(C)(C)C)C=1SC(=CC1C(C1=C(C=CC=C1)Cl)=O)Cl)=O)=O (3-[N-[5-chloro-3-(2-chlorobenzoyl)-2-thienyl]-N-neopentylcarbamoyl]acrylic acid ethyl ester), heptahydrate, [BH4-].[Na+] (sodium borohydride), [Cl-].[Cl-].[Cl-].[Cs+].[Cs+].[Cs+] (cesium trichloride), CC(=O)C (acetone). Procedure details: To a solution of 3-[N-[5-chloro-3-(2-chlorobenzoyl)-2-thienyl]-N-neopentylcarbamoyl]acrylic acid ethyl ester (2.37 g) and cesium trichloride.heptahydrate (2.98 g) in methanol (100 ml) was gradually added, sodium borohydride (303 mg) at room temperature. The mixture stirred for 20 minutes at room temperature, to which was added acetone, then the solvent was distilled off. To the residue were added 1M potassium hydrogensulfate and acetic acid ethyl ester. The organic layer was washed with a satura... As a reaction SMILES: [CH2:1]([O:3][C:4](=[O:30])[CH:5]=[CH:6][C:7](=[O:29])[N:8]([C:14]1[S:15][C:16]([Cl:28])=[CH:17][C:18]=1[C:19](=[O:27])[C:20]1[CH:25]=[CH:24][CH:23]=[CH:22][C:21]=1[Cl:26])[CH2:9][C:10]([CH3:13])([CH3:12])[CH3:11])[CH3:2].[Cl-].[Cl-].[Cl-].[Cs+].[Cs+].[Cs+].[BH4-].[Na+].CC(C)=O>CO>[CH2:1]([O:3][C:4](=[O:30])[CH:5]=[CH:6][C:7](=[O:29])[N:8]([C:14]1[S:15][C:16]([Cl:28])=[CH:17][C:18]=1[CH:19]([OH:27])[C:20]1[CH:25]=[CH:24][CH:23]=[CH:22][C:21]=1[Cl:26])[CH2:9][C:10]([CH3:13])([CH3:12])[CH3:11])[CH3:2] |f:1.2.3.4.5.6,7.8|. The product is C(C)OC(C=CC(N(CC(C)(C)C)C=1SC(=CC1C(C1=C(C=CC=C1)Cl)O)Cl)=O)=O (3-[N-[5-Chloro-3-(α-hydroxy-2-chlorobenzyl)-2-thienyl]-N-neopentylcarbamoyl]acrylic acid ethyl ester). Reaction conditions: time 20 minute. Isolated yield 103.8%. The reactants are C(CC(O)(C(=O)O)CC(=O)O)(=O)O (citric acid), C(C)OC(=O)C1CCNCC1 (4-piperidinecarboxylic acid ethyl ester), [N+](=O)([O-])C=1C=C(C=CC1)B(O)O (3-nitrophenylboronic acid), N1=CC=CC=C1 (pyridine). Reagents/catalysts: C(C)(=O)[O-].[Cu+2].C(C)(=O)[O-] (copper (II) acetate). The solvent is ClCCl (dichloromethane). Run at temperature 25 celsius, time 3 day. The product is C(C)OC(=O)C1CCN(CC1)C1=CC(=CC=C1)[N+](=O)[O-] (1-(3-nitrophenyl)piperidine-4-carboxylic acid ethyl ester). RXN SMILES: [CH2:1]([O:3][C:4]([CH:6]1[CH2:11][CH2:10][NH:9][CH2:8][CH2:7]1)=[O:5])[CH3:2].[N+:12]([C:15]1[CH:16]=[C:17](B(O)O)[CH:18]=[CH:19][CH:20]=1)([O-:14])=[O:13].N1C=CC=CC=1.C(O)(=O)CC(CC(O)=O)(C(O)=O)O>ClCCl.C([O-])(=O)C.[Cu+2].C([O-])(=O)C>[CH2:1]([O:3][C:4]([CH:6]1[CH2:11][CH2:10][N:9]([C:19]2[CH:18]=[CH:17][CH:16]=[C:15]([N+:12]([O-:14])=[O:13])[CH:20]=2)[CH2:8][CH2:7]1)=[O:5])[CH3:2] |f:5.6.7|. Reported procedure: To a solution of 4-piperidinecarboxylic acid ethyl ester (25.0 g) and 3-nitrophenylboronic acid (31.9 g) in dichloromethane (1.0 L) are added pyridine (64.8 ml), anhydrous copper (II) acetate (28.9 g) and Molecular Sieves 4 Å (500 g), and the mixture was stirred at 25° C. for 3 days. The reaction solution is poured into 10% aqueous citric acid solution, and the mixture was extracted with ethyl acetate. The organic layer was successively washed with aqueous sodium hydrogen carbonate solution and ... The reactants are ClC=1C(=NN(C1C)C1=C(C(=O)O)C=C(C=C1)C(NS(=O)(=O)C1=CC2=CC=CC=C2C=C1)=O)C(N(CCCC)CCCC)=O (2-(4-chloro-3-(dibutylcarbamoyl)-5-methyl-1H-pyrazol-1-yl)-5-(naphthalen-2-ylsulfonylcarbamoyl)benzoic acid), ClC=1C(=NN(C1C)C1=C(C(=O)OCC)C=C(C=C1)C(NS(=O)(=O)C=1C=C2CCN(C2=CC1)CC1=CC(=C(C=C1)Cl)Cl)=O)C(N(CCCC)CCCC)=O (ethyl 2-(4-chloro-3-(dibutylcarbamoyl)-5-methyl-1H-pyrazol-1-yl)-5-(1-(3,4-dichlorobenzyl)indolin-5-ylsulfonylcarbamoyl)benzoate). The product is ClC=1C(=NN(C1C)C1=C(C(=O)O)C=C(C=C1)C(NS(=O)(=O)C=1C=C2CCN(C2=CC1)CC1=CC(=C(C=C1)Cl)Cl)=O)C(N(CCCC)CCCC)=O (2-(4-Chloro-3-(dibutylcarbamoyl)-5-methyl-1H-pyrazol-1-yl)-5-(1-(3,4-dichlorobenzyl)indolin-5-ylsulfonylcarbamoyl)benzoic acid). Isolated yield 85.0%. RXN SMILES: ClC1C(C(=O)N(CCCC)CCCC)=NN(C2C=CC(C(=O)NS(C3C=CC4C(=CC=CC=4)C=3)(=O)=O)=CC=2C(O)=O)C=1C.[Cl:44][C:45]1[C:46]([C:86](=[O:96])[N:87]([CH2:92][CH2:93][CH2:94][CH3:95])[CH2:88][CH2:89][CH2:90][CH3:91])=[N:47][N:48]([C:51]2[CH:61]=[CH:60][C:59]([C:62](=[O:85])[NH:63][S:64]([C:67]3[CH:68]=[C:69]4[C:73](=[CH:74][CH:75]=3)[N:72]([CH2:76][C:77]3[CH:82]=[CH:81][C:80]([Cl:83])=[C:79]([Cl:84])[CH:78]=3)[CH2:71][CH2:70]4)(=[O:66])=[O:65])=[CH:58][C:52]=2[C:53]([O:55]CC)=[O:54])[C:49]=1[CH3:50]>>[Cl:44][C:45]1[C:46]([C:86](=[O:96])[N:87]([CH2:92][CH2:93][CH2:94][CH3:95])[CH2:88][CH2:89][CH2:90][CH3:91])=[N:47][N:48]([C:51]2[CH:61]=[CH:60][C:59]([C:62](=[O:85])[NH:63][S:64]([C:67]3[CH:68]=[C:69]4[C:73](=[CH:74][CH:75]=3)[N:72]([CH2:76][C:77]3[CH:82]=[CH:81][C:80]([Cl:83])=[C:79]([Cl:84])[CH:78]=3)[CH2:71][CH2:70]4)(=[O:65])=[O:66])=[CH:58][C:52]=2[C:53]([OH:55])=[O:54])[C:49]=1[CH3:50]. Procedure: Following a procedure analogous to that for the synthesis of Intermediate 91F, ethyl 2-(4-chloro-3-(dibutylcarbamoyl)-5-methyl-1H-pyrazol-1-yl)-5-(1-(3,4-dichlorobenzyl)indolin-5-ylsulfonylcarbamoyl)benzoate (355 mg, 0.44 mmol) was converted to the title compound (290 mg, 85%). 1H NMR (DMSO-d6) δ 8.14 (d, J=2.0 Hz, 1H), 8.17 (dd, J=8.3, 2.1 Hz, 1H), 7.69-7.57 (m, 5H), 7.32-7.30 (m, 1H), 6.65 (d, J=8.6 Hz, 1H), 4.45 (s, 2H), 3.53 (t, J=8.7 Hz, 2H), 3.40-3.28 (m, 4H), 3.05 (t, J=8.4 Hz, 2H), 2.11 ... Starting materials: CC(C)c1nn(Cc2ccc(Br)cc2)c(=O)c(C(=O)NCC(=O)O)c1O, O=C([O-])[O-], C1COCCO1, Cl, OB(O)c1ccc(F)cc1, [K+], [K+], O, c1ccc(P(c2ccccc2)(c2ccccc2)[Pd](P(c2ccccc2)(c2ccccc2)c2ccccc2)(P(c2ccccc2)(c2ccccc2)c2ccccc2)P(c2ccccc2)(c2ccccc2)c2ccccc2)cc1. Product: CC(C)c1nn(Cc2ccc(-c3ccc(F)cc3)cc2)c(=O)c(C(=O)NCC(=O)O)c1O. Reaction SMILES: [Br:1][c:2]1[cH:3][cH:4][c:5]([CH2:8][n:9]2[n:10][c:11]([CH:24]([CH3:25])[CH3:26])[c:12]([OH:23])[c:13]([C:16](=[O:17])[NH:18][CH2:19][C:20](=[O:21])[OH:22])[c:14]2=[O:15])[cH:6][cH:7]1.[C:37](=[O:38])([O-:39])[O-:40].[CH2:44]1[O:45][CH2:46][CH2:47][O:48][CH2:49]1.[ClH:43].[F:27][c:28]1[cH:29][cH:30][c:31]([B:34]([OH:35])[OH:36])[cH:32][cH:33]1.[K+:41].[K+:42].[OH2:50].[cH:51]1[cH:52][cH:53][c:54]([P:55]([Pd:56]([P:57]([c:58]2[cH:59][cH:60][cH:61][cH:62][cH:63]2)([c:64]2[cH:65][cH:66][cH:67][cH:68][cH:69]2)[c:70]2[cH:71][cH:72][cH:73][cH:74][cH:75]2)([P:76]([c:77]2[cH:78][cH:79][cH:80][cH:81][cH:82]2)([c:83]2[cH:84][cH:85][cH:86][cH:87][cH:88]2)[c:89]2[cH:90][cH:91][cH:92][cH:93][cH:94]2)[P:95]([c:96]2[cH:97][cH:98][cH:99][cH:100][cH:101]2)([c:102]2[cH:103][cH:104][cH:105][cH:106][cH:107]2)[c:108]2[cH:109][cH:110][cH:111][cH:112][cH:113]2)([c:114]2[cH:115][cH:116][cH:117][cH:118][cH:119]2)[c:120]2[cH:121][cH:122][cH:123][cH:124][cH:125]2)[cH:126][cH:127]1>>[c:2]1(-[c:31]2[cH:30][cH:29][c:28]([F:27])[cH:33][cH:32]2)[cH:3][cH:4][c:5]([CH2:8][n:9]2[n:10][c:11]([CH:24]([CH3:25])[CH3:26])[c:12]([OH:23])[c:13]([C:16](=[O:17])[NH:18][CH2:19][C:20](=[O:21])[OH:22])[c:14]2=[O:15])[cH:6][cH:7]1. The reactants are S1C(=CC=C1)[C@@]1(O)[C@@H](OC(C)=O)[C@H](OC(C)=O)[C@H](OC(C)=O)[C@@H](O1)C (1-Thiophenyl-2,3,4-tri-O-acetyl-β-L-fucose), CN(C)S(F)(F)F (dimethylaminosulfur trifluoride), BrN1C(CCC1=O)=O (N-bromosuccinimide), [H-].[Na+] (sodium hydride), C(C1=CC=CC=C1)Br (benzyl bromide), C[O-].[Na+] (sodium methylate), ClCCl (dichloromethane). Run in CN(C=O)C (dimethylformamide), CO (methanol), CO (methanol), C(C)(=O)OCC (ethyl acetate). Product: C(C)(=O)OCC.CCCC(C)C (ethyl acetate isohexane), Cl.OC1[C@H](N)[C@@H](O)[C@H](O)[C@H](O1)CO (D-Glucosamine hydrochloride). The yield is 80.0%. As a reaction SMILES: S1C=CC=C1[C@@:6]1(O[C@@H](C)[C@@H:18]([O:19]C(=O)C)[C@@H:13]([O:14]C(=O)C)[C@@H:8]1[O:9][C:10](=[O:12])[CH3:11])[OH:7].C[O-].[Na+].[H-].[Na+].[CH2:31](Br)[C:32]1[CH:37]=C[CH:35]=[CH:34][CH:33]=1.[Cl:39]CCl.C[N:43](S(F)(F)F)[CH3:44].BrN1C(=O)CCC1=O>CO.CN(C)C=O.C(OCC)(=O)C>[C:10]([O:9][CH2:8][CH3:6])(=[O:12])[CH3:11].[CH3:35][CH2:34][CH2:33][CH:32]([CH3:37])[CH3:31].[ClH:39].[OH:12][CH:10]1[O:9][C@H:8]([CH2:6][OH:7])[C@@H:13]([OH:14])[C@H:18]([OH:19])[C@H:44]1[NH2:43] |f:1.2,3.4,12.13,14.15|. Reported procedure: Compound [16] (0.34-6.88 g, 0.9-18 mmol) is dissolved in anhydrous methanol (5-180 ml), and catalytic amounts of sodium methylate (prepared from 0.005-0.09 g of sodium in 0.2-2.9 ml of methanol) are added. After the reaction is complete, the mixture is neutralized with an acidic ion exchanger (0.3-6.7 g Amerlite IR-120, H+ -form) and evaporated. The resulting reaction product is taken up in anhydrous dimethylformamide (5-140 ml) and sodium hydride (0.16-3.21 g, 6.75-135 mmol) and benzyl bromide ...